This data is from the Open Reaction Database (ORD), a public repository of structured organic reaction records. The task is: describe an organic reaction: reactants, conditions, products, and yield Starting materials: C=O, Cl, [O-]Cl, Cl[Fe](Cl)Cl, Cl, Cl[IH2](Cl)Cl, O=[N+]([O-])c1ccc(Cl)c([N+](=O)[O-])c1, [Na+], [Na+], [Na], [OH-], O, O=[N+]([O-])c1ccc(O)c([N+](=O)[O-])c1, O=S(=O)(O)c1cccc2ccccc12. The product is O=[N+]([O-])c1cc(Cl)c(O)c([N+](=O)[O-])c1. As a reaction SMILES: [CH2:31]=[O:32].[Cl:51].[Cl:52][O-:53].[Cl:55][Fe:56]([Cl:57])[Cl:58].[ClH:29].[IH2:47]([Cl:48])([Cl:49])[Cl:50].[N+:1]([c:2]1[cH:3][c:4]([N+:5]([O-:6])=[O:7])[cH:8][cH:9][c:10]1[Cl:13])([O-:11])=[O:12].[Na+:28].[Na+:54].[Na:30].[OH-:27].[OH2:59].[OH:14][c:15]1[cH:16][cH:17][c:18]([N+:24]([O-:25])=[O:26])[cH:19][c:20]1[N+:21]([O-:22])=[O:23].[c:33]1([S:34]([OH:35])(=[O:36])=[O:37])[c:38]2[c:39]([cH:40][cH:41][cH:42][cH:43]2)[cH:44][cH:45][cH:46]1>>[Cl:13][c:16]1[c:15]([OH:14])[c:20]([N+:21]([O-:22])=[O:23])[cH:19][c:18]([N+:24]([O-:25])=[O:26])[cH:17]1. Reactants: CN(C)C=O (DMF), C(C)(=O)NC1=CC=CC=C1 (acetanilide), [H-].[Na+] (sodium hydride), CN(C)C=O (DMF), C1(=CC=CC=C1)N=C(C=CS(=O)(=O)C1=CC=CC=C1)OC1=CC=CC=C1 (phenyl N-phenyl-3-(phenylsulfonyl)acrylimidate). Solvent: C(C)(=O)OCC (Ethyl acetate). Reaction conditions: time 2 hour. Yields the product C1(=CC=CC=C1)N=C(C=CN(C1=CC=CC=C1)C(C)=O)OC1=CC=CC=C1 (phenyl N-phenyl-3-(N′-acetyl-N′-phenylamino)acrylimidate). Isolated yield 17.0%. RXN SMILES: CN(C=O)C.[C:6]([NH:9][C:10]1[CH:15]=[CH:14][CH:13]=[CH:12][CH:11]=1)(=[O:8])[CH3:7].[H-].[Na+].[C:18]1([N:24]=[C:25]([O:37][C:38]2[CH:43]=[CH:42][CH:41]=[CH:40][CH:39]=2)[CH:26]=[CH:27]S(C2C=CC=CC=2)(=O)=O)[CH:23]=[CH:22][CH:21]=[CH:20][CH:19]=1>C(OCC)(=O)C>[C:18]1([N:24]=[C:25]([O:37][C:38]2[CH:39]=[CH:40][CH:41]=[CH:42][CH:43]=2)[CH:26]=[CH:27][N:9]([C:6](=[O:8])[CH3:7])[C:10]2[CH:15]=[CH:14][CH:13]=[CH:12][CH:11]=2)[CH:19]=[CH:20][CH:21]=[CH:22][CH:23]=1 |f:2.3|. Procedure details: To DMF (3 ml) solution of acetanilide (0.14 g) was added sodium hydride (60% in oil: 0.043 g) under ice-cooling, and DMF (2 ml) solution of phenyl N-phenyl-3-(phenylsulfonyl)acrylimidate (0.30 g) was added dropwise. It was stirred for two hours under ice-cooling and for one hour at room temperature. Ethyl acetate (100 ml) was added to the reaction mixture and was successively washed with water and aqueous saturated sodium chloride solution. The organic layer was dried over anhydrous magnesium su... Starting materials: CC(C)(C)O, CC(C)=O, [K+], [SH-], S=C=NCSc1ccccc1. Yields the product [K+], S=C([S-])NCSc1ccccc1. As a reaction SMILES: [C:18]([OH:19])([CH3:20])([CH3:21])[CH3:22].[CH3:14][C:15]([CH3:16])=[O:17].[K+:13].[SH-:12].[c:1]1([S:7][CH2:8][N:9]=[C:10]=[S:11])[cH:2][cH:3][cH:4][cH:5][cH:6]1>>[K+:13].[c:1]1([S:7][CH2:8][NH:9][C:10]([S-:11])=[S:12])[cH:2][cH:3][cH:4][cH:5][cH:6]1. Yield: 4.9%. Solvent: CO (methanol). Procedure: A mixture of 4-(9-(4-(4-(cyclopropanecarbonyl)piperazine-1-carbonyl)phenyl)-3-oxo-3,7,8,9-tetrahydro-2H-pyrido[4,3,2-de]phthalazin-8-yl)benzaldehyde (80 mg, 0.15 mmol) and 27% dimethylamine solution (62 mg, 0.44 mmol) in methanol (10 mL) was stirred at room temperature for 40 min. Then the mixture was cooled to 0° C. Sodium borohydride (8.3 mg, 0.22 mmol) was added. After the addition, the mixture was stirred at this temperature for 2 hr. Methanol was removed under reduced pressure. The residue ... Reaction conditions: time 40 minute. Reactants: C1(CC1)C(=O)N1CCN(CC1)C(=O)C1=CC=C(C=C1)C1C(NC=2C=3C1=NNC(C3C=CC2)=O)C2=CC=C(C=O)C=C2 (4-(9-(4-(4-(cyclopropanecarbonyl)piperazine-1-carbonyl)phenyl)-3-oxo-3,7,8,9-tetrahydro-2H-pyrido[4,3,2-de]phthalazin-8-yl)benzaldehyde), CNC (dimethylamine), [BH4-].[Na+] (Sodium borohydride). Yields the product C1(CC1)C(=O)N1CCN(CC1)C(=O)C1=CC=C(C=C1)C1C(NC=2C=3C1=NNC(C3C=CC2)=O)C2=CC=C(C=C2)CN(C)C (9-(4-(4-(cyclopropanecarbonyl)piperazine-1-carbonyl)phenyl)-8-(4((dimethylamino)methyl)phenyl)-8,9-dihydro-2H-pyrido[4,3,2-de]phthalazin-3(7H)-one). As a reaction SMILES: [CH:1]1([C:4]([N:6]2[CH2:11][CH2:10][N:9]([C:12]([C:14]3[CH:19]=[CH:18][C:17]([CH:20]4[C:25]5=[N:26][NH:27][C:28](=[O:33])[C:29]6[CH:30]=[CH:31][CH:32]=[C:23]([C:24]=65)[NH:22][CH:21]4[C:34]4[CH:41]=[CH:40][C:37]([CH:38]=O)=[CH:36][CH:35]=4)=[CH:16][CH:15]=3)=[O:13])[CH2:8][CH2:7]2)=[O:5])[CH2:3][CH2:2]1.[CH3:42][NH:43][CH3:44].[BH4-].[Na+]>CO>[CH:1]1([C:4]([N:6]2[CH2:7][CH2:8][N:9]([C:12]([C:14]3[CH:19]=[CH:18][C:17]([CH:20]4[C:25]5=[N:26][NH:27][C:28](=[O:33])[C:29]6[CH:30]=[CH:31][CH:32]=[C:23]([C:24]=65)[NH:22][CH:21]4[C:34]4[CH:41]=[CH:40][C:37]([CH2:38][N:43]([CH3:44])[CH3:42])=[CH:36][CH:35]=4)=[CH:16][CH:15]=3)=[O:13])[CH2:10][CH2:11]2)=[O:5])[CH2:3][CH2:2]1 |f:2.3|. Starting materials: C(#N)C1=CC=NC=C1 (4-cyanopyridine), NC=1SC=C(C1C(=O)OCC)C (2-amino-4-methyl-3-ethoxycarbonyl-thiophene), O=P(Cl)(Cl)Cl (POCl3). The product is ClC=1C2=C(N=C(N1)C1=CC=NC=C1)SC=C2C (4-chloro-2-(pyridin-4-yl)-5-methyl-thieno-[2,3-d]-pyrimidine). As a reaction SMILES: [C:1]([C:3]1[CH:8]=[CH:7][N:6]=[CH:5][CH:4]=1)#[N:2].[NH2:9][C:10]1[S:11][CH:12]=[C:13]([CH3:20])[C:14]=1[C:15](OCC)=O.O=P(Cl)(Cl)[Cl:23]>>[Cl:23][C:15]1[C:14]2[C:13]([CH3:20])=[CH:12][S:11][C:10]=2[N:9]=[C:1]([C:3]2[CH:8]=[CH:7][N:6]=[CH:5][CH:4]=2)[N:2]=1. Reported procedure: With the procedure of Example qq, the reaction of 4-cyanopyridine and 2-amino-4-methyl-3-ethoxycarbonyl-thiophene, and the subsequent reaction with POCl3 yields 4-chloro-2-(pyridin-4-yl)-5-methyl-thieno-[2,3-d]-pyrimidine